Dataset: the Open Reaction Database (ORD), a public repository of structured organic reaction records. Task: describe an organic reaction: reactants, conditions, products, and yield The solvent is CCCCC (pentane). Product: FC1=CC(=CC(=C1)C=CCCC)F (1,3-Difluoro-5-pent-1-enylbenzene). Reaction conditions: time 8 hour. Reaction SMILES: [P+3]=O.[F:3][C:4]1[CH:9]=[C:8]([CH:10](O)[CH2:11][CH2:12][CH2:13][CH3:14])[CH:7]=[C:6]([F:16])[CH:5]=1>CCCCC>[F:3][C:4]1[CH:9]=[C:8]([CH:10]=[CH:11][CH2:12][CH2:13][CH3:14])[CH:7]=[C:6]([F:16])[CH:5]=1. Procedure: Phosphorus(v) oxide (64.5 g, 0.45 mol) is added to a stirred solution of compound 9A (35.0 g, 0.175 mol) in dry pentane (150 ml) at room temperature. The mixture is stirred at room temperature overnight (glc analysis revealed absence of starting material) and filtered. Starting materials: [P+3]=O (Phosphorus(v) oxide), FC1=CC(=CC(=C1)C(CCCC)O)F (1,3-Difluoro-5-(1-hydroxypentyl)-benzene). The reactants are IC(C)C (2-iodopropane), O=C1NC2(C(N1)=O)CCN(CC2)C(=O)OC(C)(C)C (tert-butyl 2,4-dioxo-1,3,8-triaza-8-spiro[4.5]decanecarboxylate), [H-].[Na+] (sodium hydride), oil. Solvent: CN(C)C=O (DMF). Run at temperature 25 celsius, time 1 hour. The product is O=C1NC2(C(N1C(C)C)=O)CCN(CC2)C(=O)OC(C)(C)C (tert-Butyl 2,4-dioxo-3-(1-methylethyl)-1,3,8-triaza-8-spiro[4.5]decanecarboxylate). The yield is 13.5%. As a reaction SMILES: [O:1]=[C:2]1[NH:6][C:5](=[O:7])[C:4]2([CH2:12][CH2:11][N:10]([C:13]([O:15][C:16]([CH3:19])([CH3:18])[CH3:17])=[O:14])[CH2:9][CH2:8]2)[NH:3]1.[H-].[Na+].I[CH:23]([CH3:25])[CH3:24]>CN(C=O)C>[O:1]=[C:2]1[N:6]([CH:23]([CH3:25])[CH3:24])[C:5](=[O:7])[C:4]2([CH2:8][CH2:9][N:10]([C:13]([O:15][C:16]([CH3:19])([CH3:18])[CH3:17])=[O:14])[CH2:11][CH2:12]2)[NH:3]1 |f:1.2|. Procedure details: A mixture of tert-butyl 2,4-dioxo-1,3,8-triaza-8-spiro[4.5]decanecarboxylate (4.18 g, 15.5 mmol), 60% sodium hydride in oil (0.68 g, 17 mmol), and DMF (25 mL) was stirred approximately one hour at 25° C.; then 2-iodopropane (2.7 g, 16 mmol) was added and stirring was continued for three days. The solvent was removed under reduced pressure, and the residue was stirred with water (80 mL) for a few minutes. The insoluble solid was collected and purified by chromatography, eluting with ethyl acetate...